Dataset: the Open Reaction Database (ORD), a public repository of structured organic reaction records. Task: describe an organic reaction: reactants, conditions, products, and yield Starting materials: CN1N=CC(=C1)C=O (1-methyl-1H-pyrazole-4-carbaldehyde), CC(C)(C)[S@](=O)N ((S)-2-methylpropane-2-sulfinamide), Ti(OEt)4, O (water). Solvent: C1CCOC1 (THF). Conditions: temperature 65 celsius. Yields the product CC(C)(C)[S@](=O)/N=C/C=1C=NN(C1)C ((S,E)-2-methyl-N-((1-methyl-1H-pyrazol-4-yl)methylene)propane-2-sulfinamide). Yield: 97.2%. As a reaction SMILES: [CH3:1][N:2]1[CH:6]=[C:5]([CH:7]=O)[CH:4]=[N:3]1.[CH3:9][C:10]([S@@:13]([NH2:15])=[O:14])([CH3:12])[CH3:11].O>C1COCC1>[CH3:9][C:10]([S@@:13](/[N:15]=[CH:7]/[C:5]1[CH:4]=[N:3][N:2]([CH3:1])[CH:6]=1)=[O:14])([CH3:12])[CH3:11]. Procedure details: To a solution of 1-methyl-1H-pyrazole-4-carbaldehyde (3.0 g, 27 mmol) in THF (100 mL) was added (S)-2-methylpropane-2-sulfinamide (6.6 g, 54 mmol) and Ti(OEt)4 (22.3 g, 98.0 mmol). The reaction mixture was heated at 65° C. for 12 h. After cooling, the mixture was poured into water. The solid was filtered, and the filtrate was extracted with EtOAc (3×100 mL). The organic layer was washed with water (3×50 mL), dried (Na2SO4), filtered and concentrated in vacuo. The residue was purified by SiO2 chr...